This data is from the Open Reaction Database (ORD), a public repository of structured organic reaction records. The task is: describe an organic reaction: reactants, conditions, products, and yield Starting materials: ClC1=CC=C(C=C1)C1=CC=C(C=N1)N (6-(4-Chlorophenyl)-3-pyridylamine), ClC1=C(C(=O)N=C=O)C(=CC=C1)Cl (2,6-dichlorobenzoyl isocyanate). Solvent: C(C)#N (acetonitrile). Yields the product ClC1=C(C(=O)NC(=O)NC=2C=NC(=CC2)C2=CC=C(C=C2)Cl)C(=CC=C1)Cl (1-(2,6-DICHLOROBENZOYL)-3-(6-(4-CHLOROPHENYL)-3-PYRIDYL)UREA). As a reaction SMILES: [Cl:1][C:2]1[CH:7]=[CH:6][C:5]([C:8]2[N:13]=[CH:12][C:11]([NH2:14])=[CH:10][CH:9]=2)=[CH:4][CH:3]=1.[Cl:15][C:16]1[CH:26]=[CH:25][CH:24]=[C:23]([Cl:27])[C:17]=1[C:18]([N:20]=[C:21]=[O:22])=[O:19]>C(#N)C>[Cl:15][C:16]1[CH:26]=[CH:25][CH:24]=[C:23]([Cl:27])[C:17]=1[C:18]([NH:20][C:21]([NH:14][C:11]1[CH:12]=[N:13][C:8]([C:5]2[CH:4]=[CH:3][C:2]([Cl:1])=[CH:7][CH:6]=2)=[CH:9][CH:10]=1)=[O:22])=[O:19]. Procedure details: 6-(4-Chlorophenyl)-3-pyridylamine (70 mg) was dissolved in 45 ml acetonitrile and treated with 2,6-dichlorobenzoyl isocyanate (0.25 gram) under nitrogen at room temperature. A precipitate formed almost immediately and after about 2 hours stirring, the solid was collected and recrystallized from ethanol, yield, 200 mg, m.p. 225°-229° C. The identity of the product was confirmed by NMR. Reactants: ClS(=O)(=O)O (Chlorosulfonic acid), F[C@@H]1C[C@H]2[C@@H]3CCC([C@@]3(C)CC[C@@]2([C@]2(CCC(C=C12)=O)C)O)=O (6β-fluoro-9α-hydroxyandrost-4-ene-3,17-dione). Solvent: C(Cl)Cl (methylene chloride). Conditions: time 1.25 hour. The product is F[C@@H]1C[C@H]2[C@@H]3CCC([C@@]3(C)CC=C2[C@]2(CCC(C=C12)=O)C)=O (6β-Fluoroandrost-4,9(11)-diene-3,17-dione). As a reaction SMILES: ClS(O)(=O)=O.[F:6][C@H:7]1[C:24]2[C@:19]([CH3:26])([CH2:20][CH2:21][C:22](=[O:25])[CH:23]=2)[C@:18]2(O)[C@H:9]([C@H:10]3[C@@:14]([CH2:16][CH2:17]2)([CH3:15])[C:13](=[O:28])[CH2:12][CH2:11]3)[CH2:8]1>C(Cl)Cl>[F:6][C@H:7]1[C:24]2[C@:19]([CH3:26])([CH2:20][CH2:21][C:22](=[O:25])[CH:23]=2)[C:18]2[C@H:9]([C@H:10]3[C@@:14]([CH2:16][CH:17]=2)([CH3:15])[C:13](=[O:28])[CH2:12][CH2:11]3)[CH2:8]1. Procedure: Chlorosulfonic acid (2.0 ml) is added to methylene chloride (50 ml) containing 6β-fluoro-9α-hydroxyandrost-4-ene-3,17-dione (III, Example 2, 5.2 g) previously cooled to -20°. After 1.25 hr, the cold solution is quenched by adding slowly water (2 ml). The organic mixture is then washed with water, aqueous sodium carbonate, dried over sodium sulfate, and the organic solvent removed under reduced pressure to give the title compound. Rf (ethyl acetate/hexane, 1/1)=0.5; NMR (CDCl3) 0.9, 1.5, 5.1, 5.6... RXN SMILES: [OH:1][C:2]1[CH:6]=[C:5]([N:7]2[C:15]3[CH:14]=[C:13]([C:16](=[O:26])[NH:17][CH2:18][CH2:19][N:20]4[CH2:25][CH2:24][O:23][CH2:22][CH2:21]4)[N:12]=[CH:11][C:10]=3[N:9]=[CH:8]2)[S:4][C:3]=1[C:27]([O:29][CH3:30])=[O:28].C([O-])([O-])=O.[K+].[K+].Br[CH2:38][C:39]1[CH:44]=[CH:43][CH:42]=[CH:41][C:40]=1[C:45]([F:48])([F:47])[F:46]>CN(C)C=O>[N:20]1([CH2:19][CH2:18][NH:17][C:16]([C:13]2[N:12]=[CH:11][C:10]3[N:9]=[CH:8][N:7]([C:5]4[S:4][C:3]([C:27]([O:29][CH3:30])=[O:28])=[C:2]([O:1][CH2:38][C:39]5[CH:44]=[CH:43][CH:42]=[CH:41][C:40]=5[C:45]([F:46])([F:47])[F:48])[CH:6]=4)[C:15]=3[CH:14]=2)=[O:26])[CH2:21][CH2:22][O:23][CH2:24][CH2:25]1 |f:1.2.3|. Reactants: OC1=C(SC(=C1)N1C=NC=2C=NC(=CC21)C(NCCN2CCOCC2)=O)C(=O)OC (methyl 3-hydroxy-5-{6-[(2-morpholin-4-ylethyl)carbamoyl]-1H-imidazo[4,5-c]pyridin-1-yl}thiophene-2-carboxylate), BrCC1=C(C=CC=C1)C(F)(F)F (1-(bromomethyl)-2-(trifluoromethyl)benzene), OC1=C(SC(=C1)N1C=NC=2C=NC(=CC21)C(NCCN2CCOCC2)=O)C(=O)OC (methyl 3-hydroxy-5-{6-[(2-morpholin-4-ylethyl)carbamoyl]-1H-imidazo[4,5-c]pyridin-1-yl}thiophene-2-carboxylate), C(=O)([O-])[O-].[K+].[K+] (K2CO3). The product is N1(CCOCC1)CCNC(=O)C1=CC2=C(C=N1)N=CN2C2=CC(=C(S2)C(=O)OC)OCC2=C(C=CC=C2)C(F)(F)F (Methyl 5-{6-[(2-morpholin-4-ylethyl)carbamoyl]-1H-imidazo[4,5-c]pyridin-1-yl}-3-{[2-(trifluoromethyl)benzyl]oxy}thiophene-2-carboxylate). Solvent: CN(C=O)C (N,N-dimethylformamide). Procedure: In a similar manner as described for example B8, 1.03 g of methyl 3-hydroxy-5-{6-[(2-morpholin-4-ylethyl)carbamoyl]-1H-imidazo[4,5-c]pyridin-1-yl}thiophene-2-carboxylate (compound C4), 326 mg K2CO3 and 683 mg 1-(bromomethyl)-2-(trifluoromethyl)benzene in 11 ml of N,N-dimethylformamide yield the title compound as crude material. The compound was used for the next step (examples 5 and 11) without further purification. Starting materials: BrC1=C(C=C(C(=C1)F)F)C1=CC=C(C=C1)S(=O)(=O)C (1-bromo-4,5-difluoro-2-[4-(methylsulfonyl)phenyl]benzene), COC1=C(C=C(C=C1)B(O)O)C (4-methoxy-3-methylphenylboronic Acid). Yields the product FC1=C(C=C(C(=C1)C1=CC=C(C=C1)S(=O)(=O)C)C1=CC(=C(C=C1)OC)C)F (1,2-difluoro-4-(4-methoxy-3-methylpheny)-5-[4-(methylsulfonyl)phenyl]benzene). RXN SMILES: Br[C:2]1[CH:7]=[C:6]([F:8])[C:5]([F:9])=[CH:4][C:3]=1[C:10]1[CH:15]=[CH:14][C:13]([S:16]([CH3:19])(=[O:18])=[O:17])=[CH:12][CH:11]=1.[CH3:20][O:21][C:22]1[CH:27]=[CH:26][C:25](B(O)O)=[CH:24][C:23]=1[CH3:31]>>[F:9][C:5]1[CH:4]=[C:3]([C:10]2[CH:15]=[CH:14][C:13]([S:16]([CH3:19])(=[O:18])=[O:17])=[CH:12][CH:11]=2)[C:2]([C:25]2[CH:26]=[CH:27][C:22]([O:21][CH3:20])=[C:23]([CH3:31])[CH:24]=2)=[CH:7][C:6]=1[F:8]. Procedure: Following the general procedure outlined in Synthetic Scheme VI, 1-bromo-4,5-difluoro-2-[4-(methylsulfonyl)phenyl]benzene (Example 18, Step 2) was reacted with 3-methyl-4-methoxyphenylboronic acid (Step 2) to give 1,2-difluoro-4-(4-methoxy-3-methylpheny)-5-[4-(methylsulfonyl)phenyl]benzene as a colorless solid: mp 160.5-161.5° C.; NMR (CDCl3) δ 2.11 (S, 3H), 3.04 (S, 3H), 3.79 (S, 3H), 6.63 (d, J=9 Hz, 1H), 6.74 (dd, J=2, 9 Hz, 1H), 6.85 (d, J=2 Hz, 1H), 7.15-7.27 (m, 3H), 7.30 (d, J=8 Hz, 1H), ... Reactants: B(Br)(Br)Br (BBr3), COC=1C=C2CCC(C2=CC1)=O (5-methoxyindan-1-one), ice water. The solvent is ClCCl (dichloromethane). Reaction conditions: time 8 hour. The product is OC=1C=C2CCC(C2=CC1)=O (5-Hydroxyindan-1-one). RXN SMILES: C[O:2][C:3]1[CH:4]=[C:5]2[C:9](=[CH:10][CH:11]=1)[C:8](=[O:12])[CH2:7][CH2:6]2.B(Br)(Br)Br>ClCCl>[OH:2][C:3]1[CH:4]=[C:5]2[C:9](=[CH:10][CH:11]=1)[C:8](=[O:12])[CH2:7][CH2:6]2. Reported procedure: To a mixture of 5-methoxyindan-1-one (200 g, 1.235 mol) in 2 L of anhydrous dichloromethane was added BBr3 (234 mL, 2.469 mol) slowly at −78° C. The mixture was warmed slowly to rt and stirred overnight. Then the mixture was poured slowly into ice-water (2 L) with vigorously stirring for 30 min. The result mixture was filtered to give a solid. The filtrate was separated, and the aqueous phase was extracted with EtOAc (2×500 mL). The combined organic phases were washed with brine (1 L) and dried ... Reactants: O[C@](C(=O)N(C)OC)(CO)C ((2S)-2,3-dihydroxy-N-methoxy-N,2-dimethylpropanamide), O.[OH-].[Li+] (lithium hydroxide monohydrate). Solvent: CO (methanol). Conditions: time 4 hour. Yields the product O[C@](C(=O)[O-])(CO)C.[Li+] (Lithium (2S)-2,3-dihydroxy-2-methylpropanoate). Yield: 102.2%. RXN SMILES: [OH:1][C@@:2]([CH3:11])([CH2:9][OH:10])[C:3](N(OC)C)=[O:4].[OH2:12].[OH-].[Li+:14]>CO>[OH:1][C@@:2]([CH3:11])([CH2:9][OH:10])[C:3]([O-:4])=[O:12].[Li+:14] |f:1.2.3,5.6|. Procedure: To a solution of the compound prepared in Example 130(a) (565 mg) in methanol (7.0 mL) was added lithium hydroxide monohydrate (146 mg) and the mixture was stirred at room temperature for 4 hours. The reaction mixture was concentrated to give the title compound (446 mg) having the following physical data. Starting materials: OCC=CCO (1,4-dihydroxy-2-butene), Cl.C(CCCCCCCCCCCCCCC)NC1=CC=C(C(=O)Cl)C=C1 (4-(n-hexadecylamino)benzoyl chloride hydrochloride), C(Cl)(Cl)Cl (Chloroform). The reagents and catalysts are CN(C1=CC=NC=C1)C (4-dimethylaminopyridine). Run in O (water). Run at time 4 hour. Product: C(CCCCCCCCCCCCCCC)NC1=CC=C(C(=O)OCC=CCO)C=C1 (4-hydroxy-2-buten-1-yl 4-(n-hexadecylamino)benzoate). Reaction SMILES: [OH:1][CH2:2][CH:3]=[CH:4][CH2:5][OH:6].Cl.[CH2:8]([NH:24][C:25]1[CH:33]=[CH:32][C:28]([C:29](Cl)=[O:30])=[CH:27][CH:26]=1)[CH2:9][CH2:10][CH2:11][CH2:12][CH2:13][CH2:14][CH2:15][CH2:16][CH2:17][CH2:18][CH2:19][CH2:20][CH2:21][CH2:22][CH3:23].C(Cl)(Cl)Cl>CN(C)C1C=CN=CC=1.O>[CH2:8]([NH:24][C:25]1[CH:26]=[CH:27][C:28]([C:29]([O:1][CH2:2][CH:3]=[CH:4][CH2:5][OH:6])=[O:30])=[CH:32][CH:33]=1)[CH2:9][CH2:10][CH2:11][CH2:12][CH2:13][CH2:14][CH2:15][CH2:16][CH2:17][CH2:18][CH2:19][CH2:20][CH2:21][CH2:22][CH3:23] |f:1.2|. Reported procedure: To a mixture of 8.8 g. of 1,4-dihydroxy-2-butene and 2.84 g. of 4-dimethylaminopyridine is added 4.16 g. of 4-(n-hexadecylamino)benzoyl chloride hydrochloride. The heat evolution is moderated with ice and stirring is continued for 4 hours. Chloroform and water are added and the chloroform extract chromatographed to remove any diacylated by-product. Evaporation to crystallization yields the 4-hydroxy-2-buten-1-yl 4-(n-hexadecylamino)benzoate as a white solid.